From a dataset of the Open Reaction Database (ORD), a public repository of structured organic reaction records. describe an organic reaction: reactants, conditions, products, and yield Starting materials: NC=1N=C(SC1C(=O)C1=CC(=C(C=C1)Cl)[N+](=O)[O-])NC1=CC=C(C=C1)N1CCN(CC1)C ([4-amino-2-[[4-(4-methyl-1-piperazinyl)phenyl]amino]-5-thiazolyl](4-chloro-3-nitrophenyl)methanone), N[C@@H](CO)CC(C)C ((R)-2-amino-4-methyl-1-pentanol). Yields the product NC=1N=C(SC1C(=O)C1=CC(=C(C=C1)N[C@H](CC(C)C)CO)[N+](=O)[O-])NC1=CC=C(C=C1)N1CCN(CC1)C ((R)-[4-Amino-2-[[4-(4-methyl-1-piperazinyl)phenyl]amino]-5-thiazolyl][3-nitro-4-[[1-(hydroxymethyl)-3-methylbutyl]amino]phenyl]methanone). Reaction SMILES: [NH2:1][C:2]1[N:3]=[C:4]([NH:19][C:20]2[CH:25]=[CH:24][C:23]([N:26]3[CH2:31][CH2:30][N:29]([CH3:32])[CH2:28][CH2:27]3)=[CH:22][CH:21]=2)[S:5][C:6]=1[C:7]([C:9]1[CH:14]=[CH:13][C:12](Cl)=[C:11]([N+:16]([O-:18])=[O:17])[CH:10]=1)=[O:8].[NH2:33][C@H:34]([CH2:37][CH:38]([CH3:40])[CH3:39])[CH2:35][OH:36]>>[NH2:1][C:2]1[N:3]=[C:4]([NH:19][C:20]2[CH:25]=[CH:24][C:23]([N:26]3[CH2:31][CH2:30][N:29]([CH3:32])[CH2:28][CH2:27]3)=[CH:22][CH:21]=2)[S:5][C:6]=1[C:7]([C:9]1[CH:14]=[CH:13][C:12]([NH:33][C@@H:34]([CH2:35][OH:36])[CH2:37][CH:38]([CH3:40])[CH3:39])=[C:11]([N+:16]([O-:18])=[O:17])[CH:10]=1)=[O:8]. Procedure details: This compound was prepared from the compound of Example 15 and (R)-2-amino-4-methyl-1-pentanol (Aldrich) by the procedure used in Example 57. Mass spectrum (ES) MH+=554. Starting materials: O=[N+]([O-])c1ccc(O)c(Br)c1, COCCl, [H-], [Na+], C1CCOC1. Product: COCOc1ccc([N+](=O)[O-])cc1Br. Reaction SMILES: [Br:3][c:4]1[c:5]([OH:13])[cH:6][cH:7][c:8]([N+:10](=[O:11])[O-:12])[cH:9]1.[Cl:14][CH2:15][O:16][CH3:17].[H-:1].[Na+:2].[O:18]1[CH2:19][CH2:20][CH2:21][CH2:22]1>>[Br:3][c:4]1[c:5]([O:13][CH2:15][O:16][CH3:17])[cH:6][cH:7][c:8]([N+:10](=[O:11])[O-:12])[cH:9]1. Reactants: O=C1CCC(NC(=O)OCc2ccccc2)C(NC(=O)OCc2ccccc2)C1, CC(=O)O, CCOCC, [Ce+3], [Cl-], [Cl-], [Cl-], [Li]C, C1CCOC1. Yields the product CC1(O)CCC(NC(=O)OCc2ccccc2)C(NC(=O)OCc2ccccc2)C1. RXN SMILES: [CH2:7]([c:8]1[cH:9][cH:10][cH:11][cH:12][cH:13]1)[O:14][C:15](=[O:16])[NH:17][CH:18]1[CH:19]([NH:25][C:26](=[O:27])[O:28][CH2:29][c:30]2[cH:31][cH:32][cH:33][cH:34][cH:35]2)[CH2:20][C:21](=[O:24])[CH2:22][CH2:23]1.[CH3:36][C:37](=[O:38])[OH:39].[CH3:45][CH2:46][O:47][CH2:48][CH3:49].[Ce+3:2].[Cl-:1].[Cl-:3].[Cl-:4].[Li:5][CH3:6].[O:40]1[CH2:41][CH2:42][CH2:43][CH2:44]1>>[CH2:7]([c:8]1[cH:9][cH:10][cH:11][cH:12][cH:13]1)[O:14][C:15](=[O:16])[NH:17][CH:18]1[CH:19]([NH:25][C:26](=[O:27])[O:28][CH2:29][c:30]2[cH:31][cH:32][cH:33][cH:34][cH:35]2)[CH2:20][C:21]([OH:24])([CH3:36])[CH2:22][CH2:23]1.